This data is from the Open Reaction Database (ORD), a public repository of structured organic reaction records. The task is: describe an organic reaction: reactants, conditions, products, and yield The product is c1ccc(CCCCCCCCOCC2CO2)cc1. As a reaction SMILES: [Br:16][CH2:17][CH:18]1[CH2:19][O:20]1.[CH3:23][N:24]([CH3:25])[CH:26]=[O:27].[H-:21].[Na+:22].[c:1]1([CH2:7][CH2:8][CH2:9][CH2:10][CH2:11][CH2:12][CH2:13][CH2:14][OH:15])[cH:2][cH:3][cH:4][cH:5][cH:6]1>>[c:1]1([CH2:7][CH2:8][CH2:9][CH2:10][CH2:11][CH2:12][CH2:13][CH2:14][O:15][CH2:17][CH:18]2[CH2:19][O:20]2)[cH:2][cH:3][cH:4][cH:5][cH:6]1. The reactants are BrCC1CO1, CN(C)C=O, [H-], [Na+], OCCCCCCCCc1ccccc1.